This data is from the Open Reaction Database (ORD), a public repository of structured organic reaction records. The task is: describe an organic reaction: reactants, conditions, products, and yield The reactants are NC1=C(C(=NN1C(CCC)CCCCCC)C)C(=O)N (5-amino-3-methyl-1-(4-decyl)-1H-pyrazole-4-carboxamide), COC=1C=C(C=C(C1OC)OC)CC(=O)OC (methyl 3,4,5-trimethoxyphenylacetate), CC(C)([O-])C.[K+] (potassium tert-butoxide), C(O)([O-])=O.[Na+] (sodium hydrogen carbonate). The solvent is ClCCl (dichloromethane). Product: COC=1C=C(CC=2NC(C3=C(N2)N(N=C3C)C(CCC)CCCCCC)=O)C=C(C1OC)OC (6-(3,4,5-trimethoxy-benzyl)-1-(4-decyl)-3-methyl-1,5-dihydro-pyrazolo[3,4-d]pyrimidin-4-one). The yield is 29.3%. RXN SMILES: [NH2:1][C:2]1[N:6]([CH:7]([CH2:11][CH2:12][CH2:13][CH2:14][CH2:15][CH3:16])[CH2:8][CH2:9][CH3:10])[N:5]=[C:4]([CH3:17])[C:3]=1[C:18]([NH2:20])=[O:19].[CH3:21][O:22][C:23]1[CH:24]=[C:25]([CH2:33][C:34](OC)=O)[CH:26]=[C:27]([O:31][CH3:32])[C:28]=1[O:29][CH3:30].CC(C)([O-])C.[K+].C(=O)([O-])O.[Na+]>ClCCl>[CH3:32][O:31][C:27]1[CH:26]=[C:25]([CH:24]=[C:23]([O:22][CH3:21])[C:28]=1[O:29][CH3:30])[CH2:33][C:34]1[NH:20][C:18](=[O:19])[C:3]2[C:4]([CH3:17])=[N:5][N:6]([CH:7]([CH2:11][CH2:12][CH2:13][CH2:14][CH2:15][CH3:16])[CH2:8][CH2:9][CH3:10])[C:2]=2[N:1]=1 |f:2.3,4.5|. Reported procedure: 6 mg (0.021 mmol) of 5-amino-3-methyl-1-(4-decyl)-1H-pyrazole-4-carboxamide and 20 mg (0.083 mmol) of methyl 3,4,5-trimethoxyphenylacetate are refluxed for 6 hours in 0.3 ml of a 0.5M ethanolic potassium tert-butoxide solution. After dichloromethane and saturated aqueous sodium hydrogen carbonate solution have been added, the phases are separated. Purification by chromatography gives 2.9 mg (29%) of a solid, Rf=0.50 (dichloromethane/methanol=15:1). Reactants: C(C1=CC=CC=C1)OC1=CC=C(C=C1)C(CC(=O)OCC)O (ethyl 3-(4-benzyloxyphenyl)-3-hydroxypropionate), IC (iodomethane), IC (iodomethane). The reagents and catalysts are [Ag]=O (silver oxide). Run in C1(=CC=CC=C1)C (toluene). Conditions: temperature 70 celsius, time 24 hour. Product: C(C1=CC=CC=C1)OC1=CC=C(C=C1)C(CC(=O)OCC)OC (Ethyl 3-(4-benzyloxyphenyl)-3-methoxypropionate). Reaction SMILES: [CH2:1]([O:8][C:9]1[CH:14]=[CH:13][C:12]([CH:15]([OH:22])[CH2:16][C:17]([O:19][CH2:20][CH3:21])=[O:18])=[CH:11][CH:10]=1)[C:2]1[CH:7]=[CH:6][CH:5]=[CH:4][CH:3]=1.I[CH3:24]>C1(C)C=CC=CC=1.[Ag]=O>[CH2:1]([O:8][C:9]1[CH:10]=[CH:11][C:12]([CH:15]([O:22][CH3:24])[CH2:16][C:17]([O:19][CH2:20][CH3:21])=[O:18])=[CH:13][CH:14]=1)[C:2]1[CH:7]=[CH:6][CH:5]=[CH:4][CH:3]=1. Procedure: 40 g of ethyl 3-(4-benzyloxyphenyl)-3-hydroxypropionate, 75 g of silver oxide and 83 ml of iodomethane were initially charged in 350 ml of toluene and stirred in a closed vessel at bath temperature 70° C. for 24 hours. Then a further 20 ml of iodomethane were added and the mixture was stirred at bath temperature 70° C. for a further 48 hours. The reaction mixture was filtered through a short silica gel layer and washed with toluene, and then the toluene was removed under reduced pressure. The re... Starting materials: Cl.CC1=C(OCC(O)C2=NC=CC=C2)C(=CC=C1)C (α-[(2,6-dimethylphenoxy)methyl]pyridine-2-methanol hydrochloride). The reagents and catalysts are [Pt]=O (platinum oxide). The solvent is CO (methanol). Yields the product Cl.CC1=C(OCC(O)C2NCCCC2)C(=CC=C1)C (α-[(2,6-Dimethylphenoxy)methyl]-2-piperidinemethanol hydrochloride). Yield: 68.3%. As a reaction SMILES: [ClH:1].[CH3:2][C:3]1[CH:18]=[CH:17][CH:16]=[C:15]([CH3:19])[C:4]=1[O:5][CH2:6][CH:7]([C:9]1[CH:14]=[CH:13][CH:12]=[CH:11][N:10]=1)[OH:8]>CO.[Pt]=O>[ClH:1].[CH3:2][C:3]1[CH:18]=[CH:17][CH:16]=[C:15]([CH3:19])[C:4]=1[O:5][CH2:6][CH:7]([CH:9]1[CH2:14][CH2:13][CH2:12][CH2:11][NH:10]1)[OH:8] |f:0.1,4.5|. Procedure: A solution of α-[(2,6-dimethylphenoxy)methyl]pyridine-2-methanol hydrochloride (11.20 g, 0.04 mole) in 200 ml of methanol was hydrogenated at room temperature with 1.4 g of platinum oxide for 45 minutes. The solution was filtered and the methanol removed by rotary evaporator. Trituration with ethyl ether gave a white solid which was recrystallized from methanol-ethyl ether (and dried at 100° C. overnight) to give 7.81 g (67.5%) of white crystalline product, m.p. 178°-179° C. with decomposition. Reactants: ClC1=NC=NC(=C1)C1=CC=CC=C1 (4-chloro-6-phenylpyrimidine), C(C#CC)O (2-butyn-1-ol), O (water), [H-].[Na+] (sodium hydride). Solvent: O1CCCC1 (tetrahydrofuran). Product: C(C#CC)OC1=NC=NC(=C1)C1=CC=CC=C1 (4-(2-butynyloxy)-6-phenylpyrimidine). The yield is 86.8%. RXN SMILES: Cl[C:2]1[CH:7]=[C:6]([C:8]2[CH:13]=[CH:12][CH:11]=[CH:10][CH:9]=2)[N:5]=[CH:4][N:3]=1.[CH2:14]([OH:18])[C:15]#[C:16][CH3:17].[H-].[Na+].O>O1CCCC1>[CH2:14]([O:18][C:2]1[CH:7]=[C:6]([C:8]2[CH:13]=[CH:12][CH:11]=[CH:10][CH:9]=2)[N:5]=[CH:4][N:3]=1)[C:15]#[C:16][CH3:17] |f:2.3|. Procedure: In 5 ml of tetrahydrofuran were dissolved 186 mg of 4-chloro-6-phenylpyrimidine and 82 mg of 2-butyn-1-ol, to which 47 mg of sodium hydride (60% in oil) was added with stirring at room temperature, followed by further stirring for 3 hours. The reaction mixture was then poured into water and extracted with ethyl acetate. The organic layer was washed with a saturated aqueous sodium chloride solution, dried over anhydrous magnesium sulfate, and then concentrated. The resulting residue was subjected... Starting materials: C1(=CC=C(C=C1)Cl)C (p-toluyl chloride), C(OCC)(OCC)=O (diethyl carbonate), ice. The reagents and catalysts are CC1=CC=CC=C1CN2CCC(CC2)N3CCC(CC3)N4C5=CC=CC=C5NC4=O (TBPB). Run in S1(=O)(=O)CCCC1 (sulfolane). Run at temperature 170 celsius, time 44 hour. Product: C1(=CC=C(C=C1)C(=O)OCC)C (ethyl p-toluate). The yield is 77.9%. RXN SMILES: [C:1]1([CH3:8])[CH:6]=[CH:5][C:4](Cl)=[CH:3][CH:2]=1.[C:9](=O)([O:13]CC)[O:10][CH2:11][CH3:12]>S1(CCCC1)(=O)=O.CC1C(CN2CCC(N3CCC(N4C(=O)NC5C4=CC=CC=5)CC3)CC2)=CC=CC=1>[C:1]1([CH3:8])[CH:6]=[CH:5][C:4]([C:9]([O:10][CH2:11][CH3:12])=[O:13])=[CH:3][CH:2]=1. Reported procedure: A mixture of 7.73 g of p-toluyl chloride, 5.91 g of diethyl carbonate, and 0.85 g of TBPB in 25 ml of sulfolane was heated at 170° C. under reflux. After 44 hours, the reaction mixture was added to 200 g of crushed ice and this was extracted twice with 25-ml portions of hexane. The combined extracts were dried over anhydrous Na2SO4 and distilled to obtain 6.4 g (78 percent yield) of ethyl p-toluate, b.p. 120°-1° C./20 mm. The reactants are C(C)C=1C(OC2=C(C(=CC=C2C1)O)CCC)=O (3-ethyl-7-hydroxy-8-propylcoumarin), C([O-])([O-])=O.[K+].[K+] (potassium carbonate), BrCCCBr (1,3-dibromopropane). The solvent is C(C)(=O)OCC (ethyl acetate), [Cl-].[NH4+] (ammonium chloride), CN(C)C=O (DMF). Conditions: time 2 hour. Yields the product BrCCCOC1=CC=C2C=C(C(OC2=C1CCC)=O)CC (7-(3-bromopropyl)oxy-3-ethyl-8-propylcoumarin). Reaction SMILES: [CH2:1]([C:3]1[C:4](=[O:17])[O:5][C:6]2[C:11]([CH:12]=1)=[CH:10][CH:9]=[C:8]([OH:13])[C:7]=2[CH2:14][CH2:15][CH3:16])[CH3:2].C(=O)([O-])[O-].[K+].[K+].[Br:24][CH2:25][CH2:26][CH2:27]Br>CN(C=O)C.C(OCC)(=O)C.[Cl-].[NH4+]>[Br:24][CH2:25][CH2:26][CH2:27][O:13][C:8]1[C:7]([CH2:14][CH2:15][CH3:16])=[C:6]2[C:11]([CH:12]=[C:3]([CH2:1][CH3:2])[C:4](=[O:17])[O:5]2)=[CH:10][CH:9]=1 |f:1.2.3,7.8|. Procedure: To a solution of 3-ethyl-7-hydroxy-8-propylcoumarin (37 mg, 0.1593 mmol) and potassium carbonate (44 mg, 0.3186 mmol) in 0.7 mL DMF was added 1,3-dibromopropane (161 mg, 0.08 mL). The mixture was stirred at ambient temperature for 2 hours and diluted with ethyl acetate and saturated (aqueous) ammonium chloride. After the layers were separated, the aqueous phase was extracted with ethyl acetate. The combined organic extracts were washed with brine, dried over magnesium sulfate, filtered, concentr...